This data is from the Open Reaction Database (ORD), a public repository of structured organic reaction records. The task is: describe an organic reaction: reactants, conditions, products, and yield Starting materials: O=C[C@H](O)[C@H](O)[C@@H](O)[C@@H](O)CO (L-mannose), O=C[C@@H](O)[C@H](O)[C@@H](O)[C@@H](O)CO (L-glucose), O=C[C@H](O)[C@@H](O)[C@@H](O)CO (L-arabinose), S(O)(O)(=O)=O (sulfuric acid). Reagents/catalysts: [O-][Mo](=O)(=O)[O-].[Na+].[Na+] (sodium molybdate). Yields the product O=C[C@H](O)[C@@H](O)[C@H](O)[C@H](O)CO (glucose). Reaction SMILES: [O:1]=[CH:2][C@@H:3]([C@@H:5]([C@H:7]([C@H:9]([CH2:11][OH:12])[OH:10])[OH:8])[OH:6])[OH:4].O=C[C@H]([C@@H]([C@H]([C@H](CO)O)O)O)O.O=C[C@@H]([C@H]([C@H](CO)O)O)O.S(=O)(=O)(O)O>[O-][Mo]([O-])(=O)=O.[Na+].[Na+]>[O:1]=[CH:2][C@@H:3]([C@H:5]([C@@H:7]([C@@H:9]([CH2:11][OH:12])[OH:10])[OH:8])[OH:6])[OH:4] |f:4.5.6|. Reported procedure: To 20 mL of an aqueous feedstock containing 12.6 wt. % L-mannose, 0.07 wt. % L-glucose, and 0.5 wt. % L-arabinose was added sodium molybdate in an amount calculated to afford the desired concentration of Mo. Solutions were adjusted to their desired pH by addition of 10% sulfuric acid and epimerization was followed with time. From the resulting plots of time glucose yield the time for conversion to a 60:40 glucose:mannose mixture (60% yield) was determined. The times as a function of temperature,... Starting materials: O=C1N(C2=C(N1C(CC(=O)O)CCC)C=CC=C2)CC=2C=C(C=C1C(C(N(C21)C)=O)(Br)Br)Br (3-[2-Oxo-3-(3,3,5-tribromo-1-methyl-2-oxo-2,3-dihydro-1H-indol-7-ylmethyl)-2,3-dihydro-benzimidazol-1-yl]-hexanoic acid). Reagents/catalysts: [Zn] (Zinc). Solvent: C(C)(=O)O (acetic acid). Reaction conditions: time 30 minute. Yields the product BrC=1C=C2CC(N(C2=C(C1)CN1C(N(C2=C1C=CC=C2)C(CC(=O)O)CCC)=O)C)=O (3-{3-[(5-bromo-1-methyl-2-oxo-2,3-dihydro-1H-indol-7-yl)methyl]-2-oxo-2,3-dihydro-1H-benzimidazol-1-yl}hexanoic acid). As a reaction SMILES: [O:1]=[C:2]1[N:6]([CH:7]([CH2:12][CH2:13][CH3:14])[CH2:8][C:9]([OH:11])=[O:10])[C:5]2[CH:15]=[CH:16][CH:17]=[CH:18][C:4]=2[N:3]1[CH2:19][C:20]1[CH:21]=[C:22]([Br:33])[CH:23]=[C:24]2[C:28]=1[N:27]([CH3:29])[C:26](=[O:30])[C:25]2(Br)Br>C(O)(=O)C.[Zn]>[Br:33][C:22]1[CH:23]=[C:24]2[C:28](=[C:20]([CH2:19][N:3]3[C:4]4[CH:18]=[CH:17][CH:16]=[CH:15][C:5]=4[N:6]([CH:7]([CH2:12][CH2:13][CH3:14])[CH2:8][C:9]([OH:11])=[O:10])[C:2]3=[O:1])[CH:21]=1)[N:27]([CH3:29])[C:26](=[O:30])[CH2:25]2. Reported procedure: To a solution of 3-[2-Oxo-3-(3,3,5-tribromo-1-methyl-2-oxo-2,3-dihydro-1H-indol-7-ylmethyl)-2,3-dihydro-benzimidazol-1-yl]-hexanoic acid (20 mg, 0.031 mmol) in acetic acid (5 mL) was added Zinc powder (10 mg, 0.16 mmol) at room temperature. The mixture was stirred at the same temperature for 30 minutes. The mixture was filtered and the filtrate was concentrated. The residue was cool in an ice bath and water was added. The solid that precipitate out from the solution was collected by filtration a... Starting materials: FC1=C(C=CC(=C1)Br)OC (2-fluoro-4-bromoanisole), ferric chloride, [Cu](C#N)C#N (copper cyanide). Run in O (water), CN(C=O)C (dimethyl formamide). Yields the product FC=1C=C(C#N)C=CC1OC (3-fluoro-4-methoxybenzonitrile). The yield is 78.0%. Reaction SMILES: [F:1][C:2]1[CH:7]=[C:6](Br)[CH:5]=[CH:4][C:3]=1[O:9][CH3:10].[Cu](C#N)[C:12]#[N:13]>CN(C)C=O.O>[F:1][C:2]1[CH:7]=[C:6]([CH:5]=[CH:4][C:3]=1[O:9][CH3:10])[C:12]#[N:13]. Procedure: 20 g of the 2-fluoro-4-bromoanisole thus obtained and 9.8 g of copper cyanide were dissolved in 100 ml of dimethyl formamide and heated under reflux for ten hours. To the reaction mixture, was added an aqueous solution of 20 g of ferric chloride in 100 ml of water. The reaction mixture was allowed to cool to room temperature and the reaction product was extracted with toluene. The organic layer was successively washed with water, a saturated aqueous solution of sodium carbonate and a saturated a...